The task is: describe an organic reaction: reactants, conditions, products, and yield. This data is from the Open Reaction Database (ORD), a public repository of structured organic reaction records. Product: [Si](C)(C)(C(C)(C)C)O[C@@H](CNCC1=CC(=C(C=C1C)NC(=O)CCN1CCC(CC1)OC(NC1=C(C=CC=C1)C1=CC=CC=C1)=O)C)C1=CC(=C(C=C1)O)NC=O (biphenyl-2-ylcarbamic acid 1-[2-(4-{[(R)-2-(tert-butyldimethylsilanyloxy)-2-(3-formylamino-4-hydroxyphenyl)ethylamino]methyl}-2,5-dimethylphenylcarbamoyl)-ethyl]piperidin-4-yl ester). Reactants: C(C)(=O)O[BH-](OC(C)=O)OC(C)=O.[Na+] (Sodium triacetoxyborohydride), C(=O)C1=CC(=C(C=C1C)NC(=O)CCN1CCC(CC1)OC(NC1=C(C=CC=C1)C1=CC=CC=C1)=O)C (biphenyl-2-ylcarbamic acid 1-[2-(4-formyl-2,5-dimethylphenylcarbamoyl)ethyl]piperidin-4-yl ester), NC[C@H](O[Si](C)(C)C(C)(C)C)C=1C=CC(=C(C1)NC=O)O (N-{5-[(R)-2-amino-1-(tert-butyldimethylsilanyloxy)ethyl]-2-hydroxyphenyl}formamide), ClCCl (dichloromethane). Run in CO (methanol), C(C)(=O)O (Acetic acid). Reaction SMILES: [CH:1]([C:3]1[C:8]([CH3:9])=[CH:7][C:6]([NH:10][C:11]([CH2:13][CH2:14][N:15]2[CH2:20][CH2:19][CH:18]([O:21][C:22](=[O:36])[NH:23][C:24]3[CH:29]=[CH:28][CH:27]=[CH:26][C:25]=3[C:30]3[CH:35]=[CH:34][CH:33]=[CH:32][CH:31]=3)[CH2:17][CH2:16]2)=[O:12])=[C:5]([CH3:37])[CH:4]=1)=O.[NH2:38][CH2:39][C@@H:40]([C:49]1[CH:50]=[CH:51][C:52]([OH:58])=[C:53]([NH:55][CH:56]=[O:57])[CH:54]=1)[O:41][Si:42]([C:45]([CH3:48])([CH3:47])[CH3:46])([CH3:44])[CH3:43].ClCCl.C(O[BH-](OC(=O)C)OC(=O)C)(=O)C.[Na+]>C(O)(=O)C.CO>[Si:42]([O:41][C@H:40]([C:49]1[CH:50]=[CH:51][C:52]([OH:58])=[C:53]([NH:55][CH:56]=[O:57])[CH:54]=1)[CH2:39][NH:38][CH2:1][C:3]1[C:8]([CH3:9])=[CH:7][C:6]([NH:10][C:11]([CH2:13][CH2:14][N:15]2[CH2:20][CH2:19][CH:18]([O:21][C:22](=[O:36])[NH:23][C:24]3[CH:29]=[CH:28][CH:27]=[CH:26][C:25]=3[C:30]3[CH:35]=[CH:34][CH:33]=[CH:32][CH:31]=3)[CH2:17][CH2:16]2)=[O:12])=[C:5]([CH3:37])[CH:4]=1)([C:45]([CH3:48])([CH3:47])[CH3:46])([CH3:44])[CH3:43] |f:3.4|. Reported procedure: A solution of biphenyl-2-ylcarbamic acid 1-[2-(4-formyl-2,5-dimethylphenylcarbamoyl)ethyl]piperidin-4-yl ester (150 mg, 0.30 mmol) and N-{5-[(R)-2-amino-1-(tert-butyldimethylsilanyloxy)ethyl]-2-hydroxyphenyl}formamide (112 mg, 0.36 mmol) in a 1:1 mixture of dichloromethane and methanol (3.0 mL total) was stirred at room temperature for 30 minutes. Sodium triacetoxyborohydride (191 mg, 0.9 mmol) was added and the resulting mixture was stirred at room temperature overnight. Acetic acid was added t... Run at time 30 minute. The reactants are ClCCCN1CCC(=CC1)C1=CC=CC=C1 (1-(3-chloropropyl)-4-phenyl-1,2,3,6-tetrahydropyridine), O (water), C1(=CC=CC=C1)NS(=O)(=O)C1=CC=CC=C1 (N-phenylbenzenesulphonamide), [H-].[Na+] (sodium hydride). Solvent: CN(C=O)C (N,N-dimethylformamide), C(C)(=O)OCC (ethyl acetate), CN(C=O)C (N,N-dimethylformamide), CN(C=O)C (N,N-dimethylformamide). Conditions: temperature 140 celsius, time 15 minute. Yields the product C1(=CC=CC=C1)C=1CCN(CC1)CCCN(S(=O)(=O)C1=CC=CC=C1)C1=CC=CC=C1 (N-[3-(4-phenyl-1,2,3,6-tetrahydropyridyl)propyl]-N-phenylbenzenesulphonamide). Yield: 55.9%. RXN SMILES: [C:1]1([NH:7][S:8]([C:11]2[CH:16]=[CH:15][CH:14]=[CH:13][CH:12]=2)(=[O:10])=[O:9])[CH:6]=[CH:5][CH:4]=[CH:3][CH:2]=1.[H-].[Na+].Cl[CH2:20][CH2:21][CH2:22][N:23]1[CH2:28][CH:27]=[C:26]([C:29]2[CH:34]=[CH:33][CH:32]=[CH:31][CH:30]=2)[CH2:25][CH2:24]1.O>CN(C)C=O.C(OCC)(=O)C>[C:29]1([C:26]2[CH2:27][CH2:28][N:23]([CH2:22][CH2:21][CH2:20][N:7]([C:1]3[CH:2]=[CH:3][CH:4]=[CH:5][CH:6]=3)[S:8]([C:11]3[CH:12]=[CH:13][CH:14]=[CH:15][CH:16]=3)(=[O:10])=[O:9])[CH2:24][CH:25]=2)[CH:34]=[CH:33][CH:32]=[CH:31][CH:30]=1 |f:1.2|. Procedure: A solution of N-phenylbenzenesulphonamide (2.34 g) in dry N,N-dimethylformamide (10 cc) is added dropwise to a suspension of sodium hydride (0.24 g, 80% suspension in oil) in N,N-dimethylformamide (50 cc). After 15 minutes' stirring, a solution of 1-(3-chloropropyl)-4-phenyl-1,2,3,6-tetrahydropyridine (2.34 g) in N,N-dimethylformamide (20 cc) is added. The reaction mixture is heated to 140° C. for 1 hour and then cooled and poured into a mixture of water (200 cc) and ethyl acetate (200 cc). The ... The reactants are O=C([O-])O, CCOC(=O)C(O)CCc1ccccc1, ClCCl, [O-]Cl, [Na+], [Na+]. Product: CCOC(=O)C(=O)CCc1ccccc1. RXN SMILES: [C:19](=[O:20])([O-:21])[OH:22].[CH2:1]([CH3:2])[O:3][C:4]([CH:5]([CH2:6][CH2:7][c:8]1[cH:9][cH:10][cH:11][cH:12][cH:13]1)[OH:14])=[O:15].[CH2:24]([Cl:25])[Cl:26].[Cl:16][O-:17].[Na+:18].[Na+:23]>>[CH2:1]([CH3:2])[O:3][C:4]([C:5]([CH2:6][CH2:7][c:8]1[cH:9][cH:10][cH:11][cH:12][cH:13]1)=[O:14])=[O:15]. Reactants: OCC1=CC=C(C=C1)B(O)O (4-(hydroxymethyl)phenylboronic acid), C([O-])([O-])=O.[Na+].[Na+] (sodium carbonate), Cl.N12CC(C(CC1)CC2)CC(=O)NC2=CC(=CC=C2)Br (2-(1-azabicyclo[2.2.2]oct-3-yl)-N-(3-bromophenyl)acetamide hydrochloride), OCC1=CC=C(C=C1)B(O)O (4-(hydroxymethyl)phenylboronic acid), [OH-].[Na+] (sodium hydroxide). The reagents and catalysts are C1=CC=C(C=C1)P([C-]2C=CC=C2)C3=CC=CC=C3.C1=CC=C(C=C1)P([C-]2C=CC=C2)C3=CC=CC=C3.Cl[Pd]Cl.[Fe+2] (1,1′-bis(diphenylphosphino)ferrocenepalladium(II) chloride), C1=CC=C(C=C1)P([C-]2C=CC=C2)C3=CC=CC=C3.C1=CC=C(C=C1)P([C-]2C=CC=C2)C3=CC=CC=C3.Cl[Pd]Cl.[Fe+2] (1,1′-bis(diphenylphosphino)ferrocenepalladium(II) chloride). Solvent: CN(C)C=O (DMF). Reaction conditions: temperature 80 celsius, time 14 hour. Product: Cl.N12CC(C(CC1)CC2)CC(=O)NC=2C=C(C=CC2)C2=CC=C(C=C2)CO (2-(1-Azabicyclo[2.2.2]oct-3-yl)-N-[4′-(hydroxymethyl)-1,1′-biphenyl-3-yl]acetamide Hydrochloride). As a reaction SMILES: [OH:1][CH2:2][C:3]1[CH:8]=[CH:7][C:6](B(O)O)=[CH:5][CH:4]=1.C(=O)([O-])[O-].[Na+].[Na+].[ClH:18].[N:19]12[CH2:26][CH2:25][CH:22]([CH2:23][CH2:24]1)[CH:21]([CH2:27][C:28]([NH:30][C:31]1[CH:36]=[CH:35][CH:34]=[C:33](Br)[CH:32]=1)=[O:29])[CH2:20]2.[OH-].[Na+]>CN(C=O)C.C1C=CC(P(C2C=CC=CC=2)[C-]2C=CC=C2)=CC=1.C1C=CC(P(C2C=CC=CC=2)[C-]2C=CC=C2)=CC=1.Cl[Pd]Cl.[Fe+2]>[ClH:18].[N:19]12[CH2:26][CH2:25][CH:22]([CH2:23][CH2:24]1)[CH:21]([CH2:27][C:28]([NH:30][C:31]1[CH:32]=[C:33]([C:6]3[CH:7]=[CH:8][C:3]([CH2:2][OH:1])=[CH:4][CH:5]=3)[CH:34]=[CH:35][CH:36]=1)=[O:29])[CH2:20]2 |f:1.2.3,4.5,6.7,9.10.11.12,13.14|. Procedure: 24.0 mg (0.16 mmol) of 4-(hydroxymethyl)phenylboronic acid, 0.17 ml (0.34 mmol) of 2M aqueous sodium carbonate solution and 5.8 mg (0.01 mmol) of 1,1′-bis(diphenylphosphino)ferrocenepalladium(II) chloride are added to a solution of 75 mg (0.16 mmol) of 2-(1-azabicyclo[2.2.2]oct-3-yl)-N-(3-bromophenyl)acetamide hydrochloride in 1 ml of DMF. The reaction mixture is stirred at 80° C. for 14 h. A further 24.0 mg (0.16 mmol) of 4-(hydroxymethyl)phenylboronic acid, 23.2 mg (0.03 mmol) of 1,1′-bis(diph... Starting materials: [OH-].[Na+] (sodium hydroxide), N1(CCCCC1)CCCOC1=CC=C(C=O)C=C1 (4-(3-Piperidin-1-yl-propoxy)-benzaldehyde), C(C1=CC=CC=C1)N(C1CCNCC1)C (benzyl-methyl-piperidin-4-yl-amine), C(C)(=O)O[BH-](OC(C)=O)OC(C)=O.[Na+] (sodium triacetoxyborohydride), C(Cl)Cl (DCM). The solvent is C(C)(=O)O (acetic acid). Reaction conditions: time 16 hour. The product is N.C(Cl)Cl (ammonia DCM), C(C1=CC=CC=C1)N(C1CCN(CC1)CC1=CC=C(C=C1)OCCCN1CCCCC1)C (Benzyl-methyl-{1-[4-(3-piperidin-1-yl-propoxy)-benzyl]-piperidin-4-yl}-amine). The yield is 1.0%. Reaction SMILES: [N:1]1([CH2:7][CH2:8][CH2:9][O:10][C:11]2[CH:18]=[CH:17][C:14]([CH:15]=O)=[CH:13][CH:12]=2)[CH2:6][CH2:5][CH2:4][CH2:3][CH2:2]1.[CH2:19]([N:26]([CH3:33])[CH:27]1[CH2:32][CH2:31][NH:30][CH2:29][CH2:28]1)[C:20]1[CH:25]=[CH:24][CH:23]=[CH:22][CH:21]=1.C(O[BH-](OC(=O)C)OC(=O)C)(=O)C.[Na+].[OH-].[Na+].[CH2:50]([Cl:52])[Cl:51]>C(O)(=O)C>[NH3:1].[CH2:50]([Cl:52])[Cl:51].[CH2:19]([N:26]([CH3:33])[CH:27]1[CH2:32][CH2:31][N:30]([CH2:15][C:14]2[CH:17]=[CH:18][C:11]([O:10][CH2:9][CH2:8][CH2:7][N:1]3[CH2:6][CH2:5][CH2:4][CH2:3][CH2:2]3)=[CH:12][CH:13]=2)[CH2:29][CH2:28]1)[C:20]1[CH:21]=[CH:22][CH:23]=[CH:24][CH:25]=1 |f:2.3,4.5,8.9|. Reported procedure: A solution of the product of Example 9 (155 mg), benzyl-methyl-piperidin-4-yl-amine (123 mg), and acetic acid (0.11 mL) in DCM (3 mL) was treated with sodium triacetoxyborohydride (190 mg). After 16 h, the resulting mixture was treated with 10% sodium hydroxide (5 mL) and extracted with DCM (3×10 mL). The combined organic phases were dried (sodium sulfate) and evaporated. Chromatography of the residue (1-5% 2 M methanolic ammonia/DCM) gave the title compound as a colorless oil (155 mg). 1H NMR (... Reactants: N1(C=CC2=CC=CC=C12)C1=NC=CC(=N1)SC (2-[indol-1-yl]-4-methylthiopyrimidine), OOS(=O)[O-].[K+] (oxone), N1C=CC2=CC=CC=C12 (indole), [H-].[Na+] (NaH), ClC1=NC(=NC=C1)SC (4-chloro-2-methylthiopyrimidine). Yields the product CSC1=NC=CC(=N1)N1C=CC2=CC=CC=C12 (2-Methylthio-4-[indol-1-yl]pyrimidine), CS(=O)(=O)C1=NC=CC(=N1)N1C=CC2=CC=CC=C12 (2-Methanesulfonyl-4-[indol-1-yl]pyrimidine). As a reaction SMILES: [NH:1]1[C:9]2[C:4](=[CH:5][CH:6]=[CH:7][CH:8]=2)[CH:3]=[CH:2]1.[H-].[Na+].Cl[C:13]1[CH:18]=[CH:17][N:16]=[C:15]([S:19][CH3:20])[N:14]=1.[N:21]1([C:30]2[N:35]=[C:34](SC)C=CN=2)[C:29]2[C:24](=[CH:25][CH:26]=[CH:27][CH:28]=2)[CH:23]=[CH:22]1.O[O:39][S:40]([O-:42])=O.[K+]>>[CH3:20][S:19][C:15]1[N:16]=[C:17]([N:1]2[C:9]3[C:4](=[CH:5][CH:6]=[CH:7][CH:8]=3)[CH:3]=[CH:2]2)[CH:18]=[CH:13][N:14]=1.[CH3:13][S:40]([C:34]1[N:35]=[C:30]([N:21]2[C:29]3[C:24](=[CH:25][CH:26]=[CH:27][CH:28]=3)[CH:23]=[CH:22]2)[CH:3]=[CH:2][N:1]=1)(=[O:42])=[O:39] |f:1.2,5.6|. Reported procedure: 2-Methylthio-4-[indol-1-yl]pyrimidine was prepared from indole (1.00 g), NaH (220 mg), and 4-chloro-2-methylthiopyrimidine (0.9 mL) according to the procedure described in EXAMPLE 1, Step A. The title compound was prepared from 2-[indol-1-yl]-4-methylthiopyrimidine (2.11 g) and oxone (10.5 g) according to the procedure described in EXAMPLE 1, Step B. Mass spectrum (ESI) 274.0 (M+1). Reactants: CCO, NN, O=C(O)Cc1ccc2c(c1)C(=O)Cc1ccccc1S2, O. Yields the product O=C(O)Cc1ccc2c(c1)CCc1ccccc1S2. RXN SMILES: [CH3:24][CH2:25][OH:26].[NH2:22][NH2:23].[O:1]=[C:2]1[c:3]2[c:4]([cH:13][cH:14][c:15]([CH2:17][C:18](=[O:19])[OH:20])[cH:16]2)[S:5][c:6]2[c:7]([cH:9][cH:10][cH:11][cH:12]2)[CH2:8]1.[OH2:21]>>[CH2:2]1[c:3]2[c:4]([cH:13][cH:14][c:15]([CH2:17][C:18](=[O:19])[OH:20])[cH:16]2)[S:5][c:6]2[c:7]([cH:9][cH:10][cH:11][cH:12]2)[CH2:8]1. Starting materials: BrC=1C=C(C=CC1)N1[C@H](C(=O)NCC#N)C[C@@H](C1)C ((4S)-1-(3-bromophenyl)-N-(cyanomethyl)-4-methyl-L-prolinamide), ClN1C(CCC1=O)=O (N-chlorosuccinimide). The solvent is C(C)(C)O (isopropyl alcohol). Conditions: temperature 60 celsius, time 2 hour. The product is BrC=1C=CC(=C(C1)N1[C@H](C(=O)NCC#N)C[C@@H](C1)C)Cl ((4S)-1-(5-bromo-2-chlorophenyl)-N-(cyanomethyl)-4-methyl-L-prolinamide). As a reaction SMILES: [Br:1][C:2]1[CH:3]=[C:4]([N:8]2[CH2:18][C@@H:17]([CH3:19])[CH2:16][C@H:9]2[C:10]([NH:12][CH2:13][C:14]#[N:15])=[O:11])[CH:5]=[CH:6][CH:7]=1.[Cl:20]N1C(=O)CCC1=O>C(O)(C)C>[Br:1][C:2]1[CH:7]=[CH:6][C:5]([Cl:20])=[C:4]([N:8]2[CH2:18][C@@H:17]([CH3:19])[CH2:16][C@H:9]2[C:10]([NH:12][CH2:13][C:14]#[N:15])=[O:11])[CH:3]=1. Procedure: To a hot (60° C.) solution of (4S)-1-(3-bromophenyl)-N-(cyanomethyl)-4-methyl-L-prolinamide (630 mg, 1.96 mmol) in isopropyl alcohol (20 mL) was added N-chlorosuccinimide and the reaction mixture was stirred at 60° C. for 2 hours. The reaction was concentrated in vacuo and the product purified by flash chromatography over silica gel (MTBE/Hex, 1/1, then 6/4, then 8/2) to afford (4S)-1-(5-bromo-2-chlorophenyl)-N-(cyanomethyl)-4-methyl-L-prolinamide. Procedure details: N,N-Dimethyl-[5-(4-phenylbutoxycarbonyl)-4,5,6,7-tetrahydrofuro[3,2-c]pyridin-2-ylmethyl]amine 0.189 g was dissolved in 2 ml of methanol; hydrogen chloride in methanol was added in excess, followed by stirring. After this reaction mixture was concentrated, diethyl ether was added; the resulting solid was filtered and washed with diethyl ether to yield the desired product. Product: Cl.CN(C)CC1=CC=2CN(CCC2O1)C(=O)OCCCCC1=CC=CC=C1 (N,N-dimethyl-[5-(4-phenylbutoxycarbonyl)-4,5,6,7-tetrahydrofuro[3,2-c]pyridin-2-ylmethyl]amine hydrochloride). Solvent: CO (methanol), CO (methanol). Starting materials: CN(C)CC1=CC=2CN(CCC2O1)C(=O)OCCCCC1=CC=CC=C1 (N,N-Dimethyl-[5-(4-phenylbutoxycarbonyl)-4,5,6,7-tetrahydrofuro[3,2-c]pyridin-2-ylmethyl]amine), Cl (hydrogen chloride). RXN SMILES: [CH3:1][N:2]([CH2:4][C:5]1[O:13][C:12]2[CH2:11][CH2:10][N:9]([C:14]([O:16][CH2:17][CH2:18][CH2:19][CH2:20][C:21]3[CH:26]=[CH:25][CH:24]=[CH:23][CH:22]=3)=[O:15])[CH2:8][C:7]=2[CH:6]=1)[CH3:3].[ClH:27]>CO>[ClH:27].[CH3:1][N:2]([CH2:4][C:5]1[O:13][C:12]2[CH2:11][CH2:10][N:9]([C:14]([O:16][CH2:17][CH2:18][CH2:19][CH2:20][C:21]3[CH:22]=[CH:23][CH:24]=[CH:25][CH:26]=3)=[O:15])[CH2:8][C:7]=2[CH:6]=1)[CH3:3] |f:3.4|. The product is FC1=CC=C2CCN(C2=C1)C1CCN(CC1)C1=CC=C(N=N1)N1N=CC(=C1)CCO (2-(1-(6-(4-(6-fluoroindolin-1-yl)piperidin-1-yl)pyridazin-3-yl)-1H-pyrazol-4-yl)ethanol). Starting materials: OCCC=1C=NNC1 (4-(2-hydroxyethyl)pyrazole), ClC=1N=NC(=CC1)Cl (3,6-dichloropyridazine), FC1=CC=C2CCN(C2=C1)C1CCNCC1 (6-fluoro-1-(piperidin-4-yl)indoline). Reported procedure: The title compound was prepared following the procedure as described in Example 14, reacting 4-(2-hydroxyethyl)pyrazole, 3,6-dichloropyridazine, and 6-fluoro-1-(piperidin-4-yl)indoline. Reaction SMILES: [OH:1][CH2:2][CH2:3][C:4]1[CH:5]=[N:6][NH:7][CH:8]=1.Cl[C:10]1[N:11]=[N:12][C:13](Cl)=[CH:14][CH:15]=1.[F:17][C:18]1[CH:26]=[C:25]2[C:21]([CH2:22][CH2:23][N:24]2[CH:27]2[CH2:32][CH2:31][NH:30][CH2:29][CH2:28]2)=[CH:20][CH:19]=1>>[F:17][C:18]1[CH:26]=[C:25]2[C:21]([CH2:22][CH2:23][N:24]2[CH:27]2[CH2:32][CH2:31][N:30]([C:10]3[N:11]=[N:12][C:13]([N:6]4[CH:5]=[C:4]([CH2:3][CH2:2][OH:1])[CH:8]=[N:7]4)=[CH:14][CH:15]=3)[CH2:29][CH2:28]2)=[CH:20][CH:19]=1.